This data is from the Open Reaction Database (ORD), a public repository of structured organic reaction records. The task is: describe an organic reaction: reactants, conditions, products, and yield Isolated yield 84.0%. Starting materials: ClC=1C=CC2=C(C=3N(C=4C=CC=C(C4C3)C(=O)OC)CO2)N1 (methyl 2-chloro-6H-pyrido[2′,3′:5,6][1,3]oxazino[3,4-a]indole-11-carboxylate), FC1=CC=C(C=C1)C=1OC2=C(C1C(=O)NC)C=C(C(=C2)N(S(=O)(=O)C)C)B2OC(C(O2)(C)C)(C)C (2-(4-fluorophenyl)-N-methyl-6-(N-methylmethylsulfonamido)-5-(4,4,5,5-tetramethyl-1,3,2-dioxaborolan-2-yl)benzofuran-3-carboxamide), CC(C)C1=CC(=C(C(=C1)C(C)C)C2=C(C=CC=C2)P(C3CCCCC3)C4CCCCC4)C(C)C (X-Phos), [O-]P(=O)([O-])[O-].[K+].[K+].[K+] (K3PO4). Run in O1CCOCC1 (1,4-dioxane). The product is FC1=CC=C(C=C1)C=1OC2=C(C1C(NC)=O)C=C(C(=C2)N(S(=O)(=O)C)C)C=2C=CC1=C(C=3N(C=4C=CC=C(C4C3)C(=O)OC)CO1)N2 (methyl 2-(2-(4-fluorophenyl)-3-(methylcarbamoyl)-6-(N-methylmethylsulfonamido)benzofuran-5-yl)-6H-pyrido[2′,3′:5,6][1,3]oxazino[3,4-a]indole-11-carboxylate). Reagents/catalysts: C=1C=CC(=CC1)/C=C/C(=O)/C=C/C2=CC=CC=C2.C=1C=CC(=CC1)/C=C/C(=O)/C=C/C2=CC=CC=C2.C=1C=CC(=CC1)/C=C/C(=O)/C=C/C2=CC=CC=C2.[Pd].[Pd] (Pd2(dba)3). Procedure details: To a degassed solution of methyl 2-chloro-6H-pyrido[2′,3′:5,6][1,3]oxazino[3,4-a]indole-11-carboxylate (40 mg, 0.13 mmol) and 2-(4-fluorophenyl)-N-methyl-6-(N-methylmethylsulfonamido)-5-(4,4,5,5-tetramethyl-1,3,2-dioxaborolan-2-yl)benzofuran-3-carboxamide (50 mg, 0.10 mmol) in 1,4-dioxane (3 mL), Pd2(dba)3 (10 mg), X-Phos (10 mg) and K3PO4 (60 mg, 0.23 mmol) were added under N2. The mixture was heated to 100° C. for 2 hours. The reaction mixture was cooled to RT, filtered and washed with EtOAc. ... Reaction SMILES: Cl[C:2]1[CH:3]=[CH:4][C:5]2[O:21][CH2:20][N:8]3[C:9]4[CH:10]=[CH:11][CH:12]=[C:13]([C:16]([O:18][CH3:19])=[O:17])[C:14]=4[CH:15]=[C:7]3[C:6]=2[N:22]=1.[F:23][C:24]1[CH:29]=[CH:28][C:27]([C:30]2[O:31][C:32]3[CH:42]=[C:41]([N:43]([CH3:48])[S:44]([CH3:47])(=[O:46])=[O:45])[C:40](B4OC(C)(C)C(C)(C)O4)=[CH:39][C:33]=3[C:34]=2[C:35]([NH:37][CH3:38])=[O:36])=[CH:26][CH:25]=1.CC(C1C=C(C(C)C)C(C2C=CC=CC=2P(C2CCCCC2)C2CCCCC2)=C(C(C)C)C=1)C.[O-]P([O-])([O-])=O.[K+].[K+].[K+]>O1CCOCC1.C1C=CC(/C=C/C(/C=C/C2C=CC=CC=2)=O)=CC=1.C1C=CC(/C=C/C(/C=C/C2C=CC=CC=2)=O)=CC=1.C1C=CC(/C=C/C(/C=C/C2C=CC=CC=2)=O)=CC=1.[Pd].[Pd]>[F:23][C:24]1[CH:29]=[CH:28][C:27]([C:30]2[O:31][C:32]3[CH:42]=[C:41]([N:43]([CH3:48])[S:44]([CH3:47])(=[O:45])=[O:46])[C:40]([C:2]4[CH:3]=[CH:4][C:5]5[O:21][CH2:20][N:8]6[C:9]7[CH:10]=[CH:11][CH:12]=[C:13]([C:16]([O:18][CH3:19])=[O:17])[C:14]=7[CH:15]=[C:7]6[C:6]=5[N:22]=4)=[CH:39][C:33]=3[C:34]=2[C:35](=[O:36])[NH:37][CH3:38])=[CH:26][CH:25]=1 |f:3.4.5.6,8.9.10.11.12|. Conditions: temperature 100 celsius. The reactants are COC(=O)C1=CC=2C3=C(NC2C=N1)N=CC(=C3)Br (3-Bromo-9H-dipyrido[2,3-b;4′,3′-d]pyrrole-6-carboxylic acid methyl ester), C(C)(=O)[O-].[K+] (potassium acetate), CN1CCN(CC1)C1=CC=C(C=C1)B(O)O (4-(4-methylpiperazin-1-yl)phenylboronic acid), pinacol ester. Reagents/catalysts: Cl[Pd]([P](C1=CC=CC=C1)(C2=CC=CC=C2)C3=CC=CC=C3)([P](C4=CC=CC=C4)(C5=CC=CC=C5)C6=CC=CC=C6)Cl (bis(triphenylphosphine)palladium(II) dichloride). Run in C(C)#N (acetonitrile), C([O-])(O)=O.[Na+] (sodium bicarbonate), C(Cl)Cl (DCM). Product: COC(=O)C1=CC=2C3=C(NC2C=N1)N=CC(=C3)C3=CC=C(C=C3)N3CCN(CC3)C (3-[4-(4-Methyl-piperazin-1-yl)-phenyl]-9H-dipyrido[2,3-b;4′,3′-d]pyrrole-6-carboxylic acid methyl ester). As a reaction SMILES: [CH3:1][O:2][C:3]([C:5]1[N:13]=[CH:12][C:11]2[NH:10][C:9]3[N:14]=[CH:15][C:16](Br)=[CH:17][C:8]=3[C:7]=2[CH:6]=1)=[O:4].[CH3:19][N:20]1[CH2:25][CH2:24][N:23]([C:26]2[CH:31]=[CH:30][C:29](B(O)O)=[CH:28][CH:27]=2)[CH2:22][CH2:21]1.C([O-])(=O)C.[K+]>C(#N)C.C(=O)(O)[O-].[Na+].C(Cl)Cl.Cl[Pd](Cl)([P](C1C=CC=CC=1)(C1C=CC=CC=1)C1C=CC=CC=1)[P](C1C=CC=CC=1)(C1C=CC=CC=1)C1C=CC=CC=1>[CH3:1][O:2][C:3]([C:5]1[N:13]=[CH:12][C:11]2[NH:10][C:9]3[N:14]=[CH:15][C:16]([C:29]4[CH:28]=[CH:27][C:26]([N:23]5[CH2:24][CH2:25][N:20]([CH3:19])[CH2:21][CH2:22]5)=[CH:31][CH:30]=4)=[CH:17][C:8]=3[C:7]=2[CH:6]=1)=[O:4] |f:2.3,5.6,^1:53,72|. Procedure: 3-Bromo-9H-dipyrido[2,3-b;4′,3′-d]pyrrole-6-carboxylic acid methyl ester (100 mg, 0.327 mmol), 4-(4-methylpiperazin-1-yl)phenylboronic acid, pinacol ester (104 mg, 0.343 mmol) and bis(triphenylphosphine)palladium(II) dichloride (11.5 mg, 0.016 mmol) were suspended in acetonitrile (1.8 mL) and 1N aqueous potassium acetate solution (1.8 mL) and heated under microwave irradiation at 140° C. for 30 minutes. The cooled reaction mixture was diluted with saturated sodium bicarbonate solution and DCM, a... Reactants: Cc1c[nH]c2c1C(=O)CC(C)(C)C2, CN(C)C=O, Fc1ccc2c(NC3CC3)ncnc2c1, [H-], [Na+]. The product is Cc1cn(-c2ccc3c(NC4CC4)ncnc3c2)c2c1C(=O)CC(C)(C)C2. Reaction SMILES: [CH3:1][c:2]1[cH:3][nH:4][c:5]2[c:10]1[C:9](=[O:11])[CH2:8][C:7]([CH3:12])([CH3:13])[CH2:6]2.[CH3:31][N:32]([CH3:33])[CH:34]=[O:35].[CH:16]1([NH:19][c:20]2[n:21][cH:22][n:23][c:24]3[cH:25][c:26]([F:30])[cH:27][cH:28][c:29]23)[CH2:17][CH2:18]1.[H-:14].[Na+:15]>>[CH3:1][c:2]1[cH:3][n:4](-[c:26]2[cH:25][c:24]3[n:23][cH:22][n:21][c:20]([NH:19][CH:16]4[CH2:17][CH2:18]4)[c:29]3[cH:28][cH:27]2)[c:5]2[c:10]1[C:9](=[O:11])[CH2:8][C:7]([CH3:12])([CH3:13])[CH2:6]2.